From a dataset of the Open Reaction Database (ORD), a public repository of structured organic reaction records. describe an organic reaction: reactants, conditions, products, and yield Starting materials: N1=CC=C(C=C1)C1C(C2=CC=CC=C2C1=C)=O (2-(Pyridin-4-yl)-methylene-indan-1-one), C(C)#N (acetonitrile), C(C1=CC=CC=C1)Br (benzyl bromide). Product: [Br-].C(C1=CC=CC=C1)[N+]1=C(CC(C=C1)=C1C(C2=CC=CC=C2C1)=O)C (1-Benzyl-4-(indan-1-on-2-ylidene)-methyl-pyridinium bromide). Reaction SMILES: [N:1]1[CH:6]=[CH:5][C:4]([CH:7]2[C:15](=C)[C:14]3[C:9](=[CH:10][CH:11]=[CH:12][CH:13]=3)[C:8]2=[O:17])=[CH:3][CH:2]=1.[CH2:18]([Br:25])[C:19]1[CH:24]=[CH:23][CH:22]=[CH:21][CH:20]=1.[C:26](#N)C>>[Br-:25].[CH2:18]([N+:1]1[CH:6]=[CH:5][C:4](=[C:7]2[CH2:15][C:14]3[C:9](=[CH:10][CH:11]=[CH:12][CH:13]=3)[C:8]2=[O:17])[CH2:3][C:2]=1[CH3:26])[C:19]1[CH:24]=[CH:23][CH:22]=[CH:21][CH:20]=1 |f:3.4|. Procedure details: ##STR7## 10 g of compound from Example 1 were dissolved in 150 ml of boiling acetonitrile and 7.5 g of benzyl bromide were added hot. The mixture was heated to boiling under reflux for a further 2 h, the product precipitating. It was allowed to cool, and the resulting precipitate was filtered off with suction, washed with acetonitrile and methyl tert-butyl ether in the sequence indicated and dried in air. Reported procedure: Following the general procedure of 3-[1-(ethylsulfonyl)-4-piperidinyl]-5-(5-{[(2-methylbutyl)amino]methyl}-2-thienyl)-1H-indole-7-carboxamide, (5-formyl-2-thienyl)boronic acid (50 mg, 0.32 mmol), [(2S)-2-methylbutyl]amine (28 mg, 0.32 mmol), and NaCNBH3 (40 mg, 0.64 mmol) were reacted to give 43 mg of crude [5-({[(2S)-2-methylbutyl]amino}methyl)-2-thienyl]boronic acid. The crude [5-({[(2S)-2-methylbutyl]amino}methyl)-2-thienyl]boronic acid was then reacted with 5-bromo-3-[1-(ethylsulfonyl)-4-pip... The reactants are C(C)S(=O)(=O)N1CCC(CC1)C1=CNC2=C(C=C(C=C12)C=1SC(=CC1)CNCC(CC)C)C(=O)N (3-[1-(ethylsulfonyl)-4-piperidinyl]-5-(5-{[(2-methylbutyl)amino]methyl}-2-thienyl)-1H-indole-7-carboxamide), [BH3-]C#N.[Na+] (NaCNBH3), C(=O)C1=CC=C(S1)B(O)O ((5-formyl-2-thienyl)boronic acid), C[C@H](CN)CC ([(2S)-2-methylbutyl]amine). Product: C[C@H](CNCC1=CC=C(S1)B(O)O)CC ([5-({[(2S)-2-methylbutyl]amino}methyl)-2-thienyl]boronic acid). Reaction SMILES: C(S(N1CCC(C2C3C(=C(C(N)=O)C=C([C:21]4[S:22][C:23]([CH2:26][NH:27][CH2:28][CH:29]([CH3:32])[CH2:30][CH3:31])=[CH:24][CH:25]=4)C=3)NC=2)CC1)(=O)=O)C.C(C1SC([B:43]([OH:45])[OH:44])=CC=1)=O.C[C@@H](CC)CN.[BH3-]C#N.[Na+]>>[CH3:32][C@@H:29]([CH2:30][CH3:31])[CH2:28][NH:27][CH2:26][C:23]1[S:22][C:21]([B:43]([OH:45])[OH:44])=[CH:25][CH:24]=1 |f:3.4|. Procedure: A solution of 7-[2-(2-formamidothiazol-4-yl)-2-cyanomethoxyiminoacetamido]-3-(1-methyl-1H-tetrazol-5-yl)thiomethyl-3-cephem-4-carboxylic acid (syn isomer, 2.05 g.) and conc. hydrochloric acid (1.52 g.) in methanol (30 ml.) and tetrahydrofuran (20 ml.) was stirred at room temperature for 2 hours. After the solvent was evaporated in vacuo, the residue was dissolved in 10% aqueous solution of sodium hydroxide. After filtration, the filtrate was adjusted to pH 3.0 with 10% hydrochloric acid and stir... RXN SMILES: C([NH:3][C:4]1[S:5][CH:6]=[C:7]([C:9](=[N:33][O:34][CH2:35][C:36]#[N:37])[C:10]([NH:12][CH:13]2[C:31](=[O:32])[N:15]3[C:16]([C:28]([OH:30])=[O:29])=[C:17]([CH2:20][S:21][C:22]4[N:26]([CH3:27])[N:25]=[N:24][N:23]=4)[CH2:18][S:19][C@H:14]23)=[O:11])[N:8]=1)=O.Cl>CO.O1CCCC1>[NH2:3][C:4]1[S:5][CH:6]=[C:7]([C:9](=[N:33][O:34][CH2:35][C:36]#[N:37])[C:10]([NH:12][CH:13]2[C:31](=[O:32])[N:15]3[C:16]([C:28]([OH:30])=[O:29])=[C:17]([CH2:20][S:21][C:22]4[N:26]([CH3:27])[N:25]=[N:24][N:23]=4)[CH2:18][S:19][C@H:14]23)=[O:11])[N:8]=1. Reactants: C(=O)NC=1SC=C(N1)C(C(=O)NC1[C@@H]2N(C(=C(CS2)CSC2=NN=NN2C)C(=O)O)C1=O)=NOCC#N (7-[2-(2-formamidothiazol-4-yl)-2-cyanomethoxyiminoacetamido]-3-(1-methyl-1H-tetrazol-5-yl)thiomethyl-3-cephem-4-carboxylic acid), Cl (hydrochloric acid). Run in CO (methanol), O1CCCC1 (tetrahydrofuran). The yield is 64.2%. Yields the product NC=1SC=C(N1)C(C(=O)NC1[C@@H]2N(C(=C(CS2)CSC2=NN=NN2C)C(=O)O)C1=O)=NOCC#N (7-[2-(2-aminothiazol-4-yl)-2-cyanomethoxyiminoacetamido]-3-(1-methyl-1H-tetrazol-5-yl)thiomethyl-3-cephem-4-carboxylic acid). The reactants are ClC1=CC(=C(C(=O)C2C(C3CCC(C2=O)C3)=O)C=C1)[N+](=O)[O-] (3-(4-chloro-2-nitrobenzoyl)-bicyclo[3,2,1]-octane2,4-dione), CO (methanol). The reagents and catalysts are S(O)(O)(=O)=O (sulfuric acid). Yields the product COC1C2CCC(C(C1C(C1=C(C=C(C=C1)Cl)[N+](=O)[O-])=O)=O)C2 (2-methoxy-3-(4-chloro-2-nitrobenzoyl)bicyclo[3,2,1]-octane-4-one). RXN SMILES: [Cl:1][C:2]1[CH:19]=[CH:18][C:5]([C:6]([CH:8]2[C:14](=[O:15])[CH:13]3[CH2:16][CH:10]([CH2:11][CH2:12]3)[C:9]2=[O:17])=[O:7])=[C:4]([N+:20]([O-:22])=[O:21])[CH:3]=1.[CH3:23]O>S(=O)(=O)(O)O>[CH3:23][O:17][CH:9]1[CH:8]([C:6](=[O:7])[C:5]2[CH:18]=[CH:19][C:2]([Cl:1])=[CH:3][C:4]=2[N+:20]([O-:22])=[O:21])[C:14](=[O:15])[CH:13]2[CH2:16][CH:10]1[CH2:11][CH2:12]2. Reported procedure: A solution of 3-(4-chloro-2-nitrobenzoyl)-bicyclo[3,2,1]-octane2,4-dione (2.54 mmol) and 2 drops of conc. sulfuric acid in 20 ml of methanol is heated under reflux for 48 hours. The reaction mixture is concentrated and the residue is taken up in ether. The ethereal solution is washed with aqueous sodium bicarbonate and with brine, dried and evaporated to dryness to give 2-methoxy-3-(4-chloro-2-nitrobenzoyl)bicyclo[3,2,1]-octane-4-one. Starting materials: CC(C)(C)OC(=O)COCCc1cccc(Br)c1, C1CCOC1, CO, [Li+], [OH-], O, O. Yields the product O=C(O)COCCc1cccc(Br)c1. RXN SMILES: [Br:1][c:2]1[cH:3][c:4]([CH2:5][CH2:6][O:7][CH2:8][C:9](=[O:10])[O:11][C:12]([CH3:13])([CH3:14])[CH3:15])[cH:16][cH:17][cH:18]1.[CH2:22]1[O:23][CH2:24][CH2:25][CH2:26]1.[CH3:27][OH:28].[Li+:20].[OH-:19].[OH2:21].[OH2:29]>>[Br:1][c:2]1[cH:3][c:4]([CH2:5][CH2:6][O:7][CH2:8][C:9](=[O:10])[OH:11])[cH:16][cH:17][cH:18]1. Starting materials: CC(=O)Cl, CCOC(C)=O, Nc1c(C(=O)c2cccc(C(=O)O)c2)[nH]c2cc(Cl)ccc12. Yields the product CC(=O)Nc1c(C(=O)c2cccc(C(=O)O)c2)[nH]c2cc(Cl)ccc12. As a reaction SMILES: [CH3:23][C:24]([Cl:25])=[O:26].[CH3:27][CH2:28][O:29][C:30](=[O:31])[CH3:32].[NH2:1][c:2]1[c:3]([C:12]([c:13]2[cH:14][c:15]([C:19](=[O:20])[OH:21])[cH:16][cH:17][cH:18]2)=[O:22])[nH:4][c:5]2[cH:6][c:7]([Cl:11])[cH:8][cH:9][c:10]12>>[NH:1]([c:2]1[c:3]([C:12]([c:13]2[cH:14][c:15]([C:19](=[O:20])[OH:21])[cH:16][cH:17][cH:18]2)=[O:22])[nH:4][c:5]2[cH:6][c:7]([Cl:11])[cH:8][cH:9][c:10]12)[C:24]([CH3:23])=[O:26].